Dataset: the Open Reaction Database (ORD), a public repository of structured organic reaction records. Task: describe an organic reaction: reactants, conditions, products, and yield Starting materials: Br.BrCC(=O)C(=O)C=1N=CNC1 (2-bromo-1-(4-imidazoyl)ethanone hydrobromide), C(N)(=N)NC(=S)N (amidinothiourea). Solvent: CC(=O)C (acetone). Yields the product Br.N(C(=N)N)C=1SC=C(N1)C(=O)C=1N=CNC1 (2-guanidino-4-(4-imidazoyl)thiazole hydrobromide). Isolated yield 54.1%. RXN SMILES: Br.[Br:2][CH2:3][C:4]([C:6]([C:8]1[N:9]=[CH:10][NH:11][CH:12]=1)=[O:7])=O.[C:13]([NH:16][C:17]([NH2:19])=[S:18])(=[NH:15])[NH2:14]>CC(C)=O>[BrH:2].[NH:16]([C:17]1[S:18][CH:3]=[C:4]([C:6]([C:8]2[N:9]=[CH:10][NH:11][CH:12]=2)=[O:7])[N:19]=1)[C:13]([NH2:15])=[NH:14] |f:0.1,4.5|. Reported procedure: A mixture of 0.38 g (1.4 mmol) of 2-bromo-1-(4-imidazoyl)ethanone hydrobromide in 10 ml of acetone was warmed until homogeneous, then 0.17 g (1.4 mmol) of amidinothiourea was added and the mixture was heated at reflux for 0.5 hour. The mixture was cooled and the white precipitate was collected, washed with ether, and dried, thereby affording 0.24 g (60%) of 2-guanidino-4-(4-imidazoyl)thiazole hydrobromide, mp 225° (dec). nmr (DMSO-d6) (δ): 8.20 (s, 1H); 8.0 (b, 4H); 7.77 (s, 1H); 7.36 (s, 1H); h... The reactants are ClC=1C=C(C=CC1Cl)C(CCC(=O)O)C1=CC=CC=C1 (4-(3,4-dichlorophenyl)-4-phenylbutanoic acid), ClC=1C=C(C=CC1Cl)C1CCC(C2=CC=CC=C12)=O (4-(3,4-dichlorophenyl)-3, 4-dihydro-1-(2H)-naphthalenone), CN[C@H]1CC[C@H](C2=C1C=CC=C2)C=3C=CC(=C(C3)Cl)Cl (sertraline), cis-(1S) (4S)-N-methyl-4-(3,4-dichlorophenyl)-1, 2,3,4-tetrahydro-1-naphthaleneamine. The product is CN[C@@H]1CC[C@@H](C2=CC=CC=C12)C1=CC(=C(C=C1)Cl)Cl (racemic cis-N-methyl-4-(3,4-dichlorophenyl)-1, 2,3,4-tetrahydro-1-naphthaleneamine), cis-(1S) (4S)-N-methyl-4-(3,4-dichlorophenyl)-1, 2,3,4-tetrahydro-1-naphthaleneamine. As a reaction SMILES: [CH3:1][NH:2][C@@H:3]1[C:8]2[CH:9]=[CH:10][CH:11]=[CH:12][C:7]=2[C@H:6]([C:13]2[CH:14]=[CH:15][C:16]([Cl:20])=[C:17]([Cl:19])[CH:18]=2)[CH2:5][CH2:4]1.ClC1C=C(C(C2C=CC=CC=2)CCC(O)=O)C=CC=1Cl.ClC1C=C(C2C3C(=CC=CC=3)C(=O)CC2)C=CC=1Cl>>[CH3:1][NH:2][C@H:3]1[C:8]2[C:7](=[CH:12][CH:11]=[CH:10][CH:9]=2)[C@@H:6]([C:13]2[CH:14]=[CH:15][C:16]([Cl:20])=[C:17]([Cl:19])[CH:18]=2)[CH2:5][CH2:4]1. Reported procedure: As previously indicated, the 4-(3,4-dichlorophenyl)-4-phenylbutanoic acid final product afforded by the process of this invention is a valuable intermediate that ultimately leads to the antidepressant agent known as sertraline or cis-(1S) (4S)-N-methyl-4-(3,4-dichlorophenyl)-1, 2,3,4-tetrahydro-1-naphthaleneamine as disclosed in the previously discussed prior art. More specifically, 4-(3,4-dichlorophenyl)-4-phenylbutanoic acid is first converted to 4-(3,4-dichlorophenyl)-3, 4-dihydro-1-(2H)-naph...